This data is from the Open Reaction Database (ORD), a public repository of structured organic reaction records. The task is: describe an organic reaction: reactants, conditions, products, and yield The reactants are CC(C)(C)OC(=O)Nc1cccc(Sc2cn(C3CCCC3)c3ncnc(N)c23)c1, ClCCl, CO. Yields the product Nc1cccc(Sc2cn(C3CCCC3)c3ncnc(N)c23)c1. Reaction SMILES: [C:1]([O:2][C:3](=[O:4])[NH:7][c:8]1[cH:9][c:10]([S:14][c:15]2[cH:16][n:17]([CH:25]3[CH2:26][CH2:27][CH2:28][CH2:29]3)[c:18]3[n:19][cH:20][n:21][c:22]([NH2:24])[c:23]23)[cH:11][cH:12][cH:13]1)([CH3:5])([CH3:6])[CH3:30].[CH2:33]([Cl:34])[Cl:35].[CH3:31][OH:32]>>[NH2:7][c:8]1[cH:9][c:10]([S:14][c:15]2[cH:16][n:17]([CH:25]3[CH2:26][CH2:27][CH2:28][CH2:29]3)[c:18]3[n:19][cH:20][n:21][c:22]([NH2:24])[c:23]23)[cH:11][cH:12][cH:13]1. Starting materials: O=C(O)C1Cc2ccccc2C1, CNOC. Reagents/catalysts: CCOC(=O)C(=NO[P+](N1CCCC1)(N2CCCC2)N3CCCC3)C#N.F[P-](F)(F)(F)(F)F (PyOxim), CCN(C(C)C)C(C)C (DIPEA). Run in CN(C)C=O (DMF), CN(C)C=O (DMF), CN(C)C=O (DMF), CN(C)C=O (DMF), CN(C)C=O (DMF), CN(C)C=O (DMF). Conditions: temperature 25 celsius, time 2 hour. Yields the product CON(C)C(=O)C1Cc2ccccc2C1. Yield: 77.4%. As a reaction SMILES: CNOC.O=C(O)C1Cc2ccccc2C1.CCOC(=O)C(=NO[P+](N1CCCC1)(N2CCCC2)N3CCCC3)C#N.F[P-](F)(F)(F)(F)F.CCN(C(C)C)C(C)C.CN(C)C=O>>CON(C)C(=O)C1Cc2ccccc2C1. The reactants are COc1ccc(CN(Cc2ccc(OC)cc2)c2nc(C)nc(-c3cccnc3F)n2)cc1, COc1cc(N)ccc1F. Yields the product COc1ccc(CN(Cc2ccc(OC)cc2)c2nc(C)nc(-c3cccnc3Nc3ccc(F)c(OC)c3)n2)cc1. Reaction SMILES: [F:11][c:12]1[n:13][cH:14][cH:15][cH:16][c:17]1-[c:18]1[n:19][c:20]([N:25]([CH2:26][c:27]2[cH:28][cH:29][c:30]([O:33][CH3:34])[cH:31][cH:32]2)[CH2:35][c:36]2[cH:37][cH:38][c:39]([O:42][CH3:43])[cH:40][cH:41]2)[n:21][c:22]([CH3:24])[n:23]1.[F:1][c:2]1[c:3]([O:9][CH3:10])[cH:4][c:5]([NH2:6])[cH:7][cH:8]1>>[F:1][c:2]1[c:3]([O:9][CH3:10])[cH:4][c:5]([NH:6][c:12]2[n:13][cH:14][cH:15][cH:16][c:17]2-[c:18]2[n:19][c:20]([N:25]([CH2:26][c:27]3[cH:28][cH:29][c:30]([O:33][CH3:34])[cH:31][cH:32]3)[CH2:35][c:36]3[cH:37][cH:38][c:39]([O:42][CH3:43])[cH:40][cH:41]3)[n:21][c:22]([CH3:24])[n:23]2)[cH:7][cH:8]1.